From a dataset of the Open Reaction Database (ORD), a public repository of structured organic reaction records. describe an organic reaction: reactants, conditions, products, and yield Run at time 15 hour. Product: O1C(=CC=C1)C1=CC(=NO1)C(=O)O (5-furan-2-yl-isoxazole-3-carboxylic acid). RXN SMILES: C([O:3][C:4]([C:6]1[CH:10]=[C:9]([C:11]2[O:12][CH:13]=[CH:14][CH:15]=2)[O:8][N:7]=1)=[O:5])C.[OH-].[Li+]>C1COCC1.CO>[O:12]1[CH:13]=[CH:14][CH:15]=[C:11]1[C:9]1[O:8][N:7]=[C:6]([C:4]([OH:5])=[O:3])[CH:10]=1 |f:1.2|. Isolated yield 90.0%. Procedure: To a solution of 5-furan-2-yl-isoxazole-3-carboxylic acid ethyl ester (4.14 g) in THF (130 mL) and methanol (25 mL) was slowly added 1N lithium hydroxide aqueous solution (80 mL). The resulting mixture was stirred for 15 hours, and then concentrated under reduced pressure. The remaining solution was acidified with 1N hydrochloric acid to form a solid, and the solid was filtered, washed with distilled water, dried to give 3.22 g of 5-furan-2-yl-isoxazole-3-carboxylic acid (yield: 90%) as a white ... Reactants: C(C)OC(=O)C1=NOC(=C1)C=1OC=CC1 (5-furan-2-yl-isoxazole-3-carboxylic acid ethyl ester), [OH-].[Li+] (lithium hydroxide). Run in CO (methanol), C1CCOC1 (THF). Starting materials: C(C1=CC=CC=C1)OC1=CC=C2C(=N1)N(C(=N2)COC2=CC=C(CC1C(N(C(S1)=O)C(C1=CC=CC=C1)(C1=CC=CC=C1)C1=CC=CC=C1)=O)C=C2)C (5-{4-(5-benzyloxy-3-methyl-3H-imidazo[4,5-b]pyridin-2-ylmethoxy)benzyl}-3-triphenylmethylthiazolidine-2,4-dione), C(C)(=O)O (acetic acid). Run in O (water). The product is C(C1=CC=CC=C1)OC1=CC=C2C(=N1)N(C(=N2)COC2=CC=C(CC1C(NC(S1)=O)=O)C=C2)C (5-{4-(5-Benzyloxy-3-methyl-3H-imidazo[4,5-b]pyridin-2-ylmethoxy) benzyl}thiazolidine -2,4 -dione). Isolated yield 95.2%. Reaction SMILES: [CH2:1]([O:8][C:9]1[N:14]=[C:13]2[N:15]([CH3:53])[C:16]([CH2:18][O:19][C:20]3[CH:52]=[CH:51][C:23]([CH2:24][CH:25]4[S:29][C:28](=[O:30])[N:27](C(C5C=CC=CC=5)(C5C=CC=CC=5)C5C=CC=CC=5)[C:26]4=[O:50])=[CH:22][CH:21]=3)=[N:17][C:12]2=[CH:11][CH:10]=1)[C:2]1[CH:7]=[CH:6][CH:5]=[CH:4][CH:3]=1.C(O)(=O)C>O>[CH2:1]([O:8][C:9]1[N:14]=[C:13]2[N:15]([CH3:53])[C:16]([CH2:18][O:19][C:20]3[CH:52]=[CH:51][C:23]([CH2:24][CH:25]4[S:29][C:28](=[O:30])[NH:27][C:26]4=[O:50])=[CH:22][CH:21]=3)=[N:17][C:12]2=[CH:11][CH:10]=1)[C:2]1[CH:3]=[CH:4][CH:5]=[CH:6][CH:7]=1. Reported procedure: A procedure similar to that described in Example 12 was repeated, except that 1.00 g of 5-{4-(5-benzyloxy-3-methyl-3H-imidazo[4,5-b]pyridin-2-ylmethoxy)benzyl}-3-triphenylmethylthiazolidine-2,4-dione (prepared as described in Preparation 95) was treated with 12 ml of a 3:1 by volume mixture of acetic acid and water. After working up the product as described in Example 12, the resulting crude product was crystallized by trituration with ethyl acetate, to give 0.63 g of the title compound, melting...